This data is from the Open Reaction Database (ORD), a public repository of structured organic reaction records. The task is: describe an organic reaction: reactants, conditions, products, and yield Starting materials: BrC1=CC=C(C=C1)S(=O)(=O)C1=C(C(=O)OC)C=CC=C1 (Methyl 2-[(4-bromophenyl)sulfonyl]benzoate), O.NN (hydrazine hydrate). Reaction conditions: temperature 90 celsius, time 2 hour. Product: BrC1=CC=C(C=C1)S(=O)(=O)C1=C(C=CC=C1)C=1OC=NN1 (2-{2-[(4-bromophenyl)sulfonyl]phenyl}-1,3,4-oxadiazole). Isolated yield 35.7%. Reaction SMILES: [Br:1][C:2]1[CH:7]=[CH:6][C:5]([S:8]([C:11]2[CH:20]=[CH:19][CH:18]=[CH:17][C:12]=2[C:13]([O:15][CH3:16])=O)(=[O:10])=[O:9])=[CH:4][CH:3]=1.O.[NH2:22][NH2:23]>>[Br:1][C:2]1[CH:7]=[CH:6][C:5]([S:8]([C:11]2[CH:20]=[CH:19][CH:18]=[CH:17][C:12]=2[C:13]2[O:15][CH:16]=[N:22][N:23]=2)(=[O:10])=[O:9])=[CH:4][CH:3]=1 |f:1.2|. Procedure: Methyl 2-[(4-bromophenyl)sulfonyl]benzoate (Example 144 Step 1; 150 mg, 0.46 mmol) and hydrazine hydrate (0.06 mL, 2.32 mmol) were stirred together at room temperature for 1.5 h then at 90° C. for 2 h. The excess hydrazine was removed in vacuo and the residue was dissolved in triethylorthoformate (4.6 mL) with catalytic camphorsulfonic acid and the mixture heated at 90° C. overnight. The cooled reaction mixture was partitioned between EtOAc and water and the organic layer was washed with brine a...